From a dataset of the Open Reaction Database (ORD), a public repository of structured organic reaction records. describe an organic reaction: reactants, conditions, products, and yield Starting materials: O=C(NC1CONC1=O)OCc1ccccc1, COCC(CC(=O)C(=O)OCc1ccc([N+](=O)[O-])cc1)C(=O)[O-], CCOC(C)=O, C(=NC1CCCCC1)=NC1CCCCC1, ClCCl. Yields the product COCC1CC(C(=O)OCc2ccc([N+](=O)[O-])cc2)(N2OCC(NC(=O)OCc3ccccc3)C2=O)OC1=O. RXN SMILES: [CH2:1]([c:2]1[cH:3][cH:4][cH:5][cH:6][cH:7]1)[O:8][C:9](=[O:10])[NH:11][CH:12]1[C:13](=[O:17])[NH:14][O:15][CH2:16]1.[CH3:18][O:19][CH2:20][CH:21]([CH2:22][C:23]([C:24](=[O:25])[O:26][CH2:27][c:28]1[cH:29][cH:30][c:31]([N+:34](=[O:35])[O-:36])[cH:32][cH:33]1)=[O:37])[C:38](=[O:39])[O-:40].[CH3:56][CH2:57][O:58][C:59](=[O:60])[CH3:61].[CH:41]1([N:42]=[C:43]=[N:44][CH:45]2[CH2:46][CH2:47][CH2:48][CH2:49][CH2:50]2)[CH2:51][CH2:52][CH2:53][CH2:54][CH2:55]1.[Cl:62][CH2:63][Cl:64]>>[CH2:1]([c:2]1[cH:3][cH:4][cH:5][cH:6][cH:7]1)[O:8][C:9](=[O:10])[NH:11][CH:12]1[C:13](=[O:17])[N:14]([C:23]2([C:24](=[O:25])[O:26][CH2:27][c:28]3[cH:29][cH:30][c:31]([N+:34](=[O:35])[O-:36])[cH:32][cH:33]3)[CH2:22][CH:21]([CH2:20][O:19][CH3:18])[C:38](=[O:39])[O:40]2)[O:15][CH2:16]1. Reactants: COC(=O)CC(NC(=O)OC(C)(C)C)C(=O)OC, CC(C)C(=O)c1ncc[nH]1, [Li]CCCC, CCCCCC, CC(C)[N-]C(C)C, CC(C)NC(C)C, [Cl-], [Li+], [NH4+], C1CCOC1, O. The product is COC(=O)C(NC(=O)OC(C)(C)C)C(C(=O)OC)C(=O)C(C)C. Reaction SMILES: [C:1]([CH3:2])([CH3:3])([CH3:4])[O:5][C:6](=[O:7])[NH:8][CH:9]([CH2:10][C:11](=[O:12])[O:13][CH3:14])[C:15](=[O:16])[O:17][CH3:18].[C:45]([CH:46]([CH3:47])[CH3:48])(=[O:49])[c:50]1[nH:51][cH:52][cH:53][n:54]1.[CH2:40]([Li:41])[CH2:42][CH2:43][CH3:44].[CH3:34][CH2:35][CH2:36][CH2:37][CH2:38][CH3:39].[CH:19]([N-:20][CH:21]([CH3:22])[CH3:23])([CH3:24])[CH3:25].[CH:27]([NH:28][CH:29]([CH3:30])[CH3:31])([CH3:32])[CH3:33].[Cl-:55].[Li+:26].[NH4+:56].[O:57]1[CH2:58][CH2:59][CH2:60][CH2:61]1.[OH2:62]>>[C:1]([CH3:2])([CH3:3])([CH3:4])[O:5][C:6](=[O:7])[NH:8][CH:9]([CH:10]([C:11](=[O:12])[O:13][CH3:14])[C:45]([CH:46]([CH3:47])[CH3:48])=[O:49])[C:15](=[O:16])[O:17][CH3:18]. Reaction conditions: temperature 0 celsius. Yield: 81.2%. The product is CC=1CC2=CC=CC=C2C1 (2-methylindene). Procedure: 2-Methyl-2-indanol (66.2 g) was dissolved in toluene (500 ml) in a 1 liter flask equipped with a Dean-Stark trap. To this solution p-toluene sulfonic acid (2 g) and a small amount of hydroquinone were added, and the mixture was refluxed for 2.5 hours. After 8 ml of H2O was generated, the reaction mixture was cooled to 0° C. and H2O (1 liter), also cooled to 03C, was added. The organic phase was separated and washed three times with water (500 ml). The toluene was evaporated and the residue (with... Starting materials: O (H2O), 03C, O (H2O), C1(=CC=C(C=C1)S(=O)(=O)O)C (p-toluene sulfonic acid), C1(O)=CC=C(O)C=C1 (hydroquinone), CC1(CC2=CC=CC=C2C1)O (2-Methyl-2-indanol). Run in C1(=CC=CC=C1)C (toluene). RXN SMILES: [CH3:1][C:2]1(O)[CH2:10][C:9]2[C:4](=[CH:5][CH:6]=[CH:7][CH:8]=2)[CH2:3]1.C1(C)C=CC(S(O)(=O)=O)=CC=1.C1(C=CC(O)=CC=1)O.O>C1(C)C=CC=CC=1>[CH3:1][C:2]1[CH2:10][C:9]2[C:4]([CH:3]=1)=[CH:5][CH:6]=[CH:7][CH:8]=2. The reactants are C([O-])(O)=O.[Na+] (sodium bicarbonate), C(C)(=O)OCC (ethyl acetate), resultant mixture, N,N′-carbonyldiimidazole, FC(C(=O)O)F (difluoroacetic acid), resultant mixture, FC1=CC=C(CCN2CCC(CC2)N2C=CC3=CC=C(C=C23)CN)C=C1 (1-[1-(4-fluorophenethyl)piperidin-4-yl]-6-aminomethylindole). The solvent is CN(C=O)C (dimethylformamide), CN(C=O)C (dimethylformamide). The product is FC1=CC=C(CCN2CCC(CC2)N2C=CC3=CC=C(C=C23)CN2C(CCC2)=O)C=C1 (1-[1-(4-fluorophenethyl)piperidin-4-yl]-6-(2-pyrrolidon-1-yl)methylindole). Yield: 65.0%. Reaction SMILES: F[CH:2](F)[C:3]([OH:5])=O.[F:7][C:8]1[CH:32]=[CH:31][C:11]([CH2:12][CH2:13][N:14]2[CH2:19][CH2:18][CH:17]([N:20]3[C:28]4[C:23](=[CH:24][CH:25]=[C:26]([CH2:29][NH2:30])[CH:27]=4)[CH:22]=[CH:21]3)[CH2:16][CH2:15]2)=[CH:10][CH:9]=1.C(=O)(O)[O-].[Na+].[C:38](OCC)(=O)[CH3:39]>CN(C)C=O>[F:7][C:8]1[CH:9]=[CH:10][C:11]([CH2:12][CH2:13][N:14]2[CH2:15][CH2:16][CH:17]([N:20]3[C:28]4[C:23](=[CH:24][CH:25]=[C:26]([CH2:29][N:30]5[CH2:39][CH2:38][CH2:2][C:3]5=[O:5])[CH:27]=4)[CH:22]=[CH:21]3)[CH2:18][CH2:19]2)=[CH:31][CH:32]=1 |f:2.3|. Reported procedure: Under ice cooling, N,N′-carbonyldiimidazole (160 mg) was added to a solution of difluoroacetic acid (96 mg) in dimethylformamide (5 ml) and the resultant mixture was stirred for 30 min. Next, a solution of 1-[1-(4-fluorophenethyl)piperidin-4-yl]-6-aminomethylindole (150 mg) obtained in Example 322-3) in dimethylformamide (5 ml) was added thereto and the resultant mixture was stirred at room temperature for 2 hr. Then a saturated aqueous solution of sodium bicarbonate and ethyl acetate were added... The reactants are [H-].[Na+] (Sodium hydride), ClC1=C(OC2=NC=NC=C2O)C=C(C(=C1)F)N1C(N(C(=CC1=O)C(F)(F)F)C)=O (4-{2-chloro-4-fluoro-5-[3-methyl-2,6-dioxo-4-(trifluoromethyl)-1,2,3,6-tetrahydropyrimidin-1-yl]phenoxy}-5-hydroxypyrimidine), [Cl-].[NH4+] (ammonium chloride), BrCC(=O)OC (methyl bromoacetate). Solvent: CN(C=O)C (N,N-dimethylformamide). Run at time 1 hour. The product is ClC1=C(OC2=NC=NC=C2OCC(=O)OC)C=C(C(=C1)F)N1C(N(C(=CC1=O)C(F)(F)F)C)=O (4-{2-chloro-4-fluoro-5-[3-methyl-2,6-dioxo-4-(trifluoromethyl)-1,2,3,6-tetrahydropyrimidin-1-yl]phenoxy}-5-(methoxycarbonyl)methoxypyrimidine). Yield: 80.3%. As a reaction SMILES: [H-].[Na+].[Cl:3][C:4]1[CH:17]=[C:16]([F:18])[C:15]([N:19]2[C:24](=[O:25])[CH:23]=[C:22]([C:26]([F:29])([F:28])[F:27])[N:21]([CH3:30])[C:20]2=[O:31])=[CH:14][C:5]=1[O:6][C:7]1[C:12]([OH:13])=[CH:11][N:10]=[CH:9][N:8]=1.Br[CH2:33][C:34]([O:36][CH3:37])=[O:35].[Cl-].[NH4+]>CN(C)C=O>[Cl:3][C:4]1[CH:17]=[C:16]([F:18])[C:15]([N:19]2[C:24](=[O:25])[CH:23]=[C:22]([C:26]([F:27])([F:28])[F:29])[N:21]([CH3:30])[C:20]2=[O:31])=[CH:14][C:5]=1[O:6][C:7]1[C:12]([O:13][CH2:33][C:34]([O:36][CH3:37])=[O:35])=[CH:11][N:10]=[CH:9][N:8]=1 |f:0.1,4.5|. Reported procedure: To a mixture of 32 mg of Sodium hydride and N,N-dimethylformamide, 0.35 g of 4-{2-chloro-4-fluoro-5-[3-methyl-2,6-dioxo-4-(trifluoromethyl)-1,2,3,6-tetrahydropyrimidin-1-yl]phenoxy}-5-hydroxypyrimidine was added and stirred at room temperature for 1 hour. Then 0.124 g of methyl bromoacetate was added to the mixture, and stirred for 2 hours at room temperature, then for 1 hour at 50° C. The mixture was poured into saturated ammonium chloride solution, and extracted with ethyl acetate. The organic... Reactants: CC1NC2=CC=CC=C2C(C1)O (2-methyl-1,2,3,4-tetrahydro-4-quinolinol), COC=1C=C(C(=O)O)C=C(C1OC)OC (3,4,5-trimethoxybenzoic acid). Product: COC=1C=C(C(=O)N2C(CC(C3=CC=CC=C23)O)C)C=C(C1OC)OC (1-(3,4,5-Trimethoxybenzoyl)-2-methyl-1,2,3,4-tetrahydro-4-quinolinol). Isolated yield 33.4%. RXN SMILES: [CH3:1][CH:2]1[CH2:11][CH:10]([OH:12])[C:9]2[C:4](=[CH:5][CH:6]=[CH:7][CH:8]=2)[NH:3]1.[CH3:13][O:14][C:15]1[CH:16]=[C:17]([CH:21]=[C:22]([O:26][CH3:27])[C:23]=1[O:24][CH3:25])[C:18](O)=[O:19]>>[CH3:27][O:26][C:22]1[CH:21]=[C:17]([CH:16]=[C:15]([O:14][CH3:13])[C:23]=1[O:24][CH3:25])[C:18]([N:3]1[C:4]2[C:9](=[CH:8][CH:7]=[CH:6][CH:5]=2)[CH:10]([OH:12])[CH2:11][CH:2]1[CH3:1])=[O:19]. Procedure: Starting with 2-methyl-1,2,3,4-tetrahydro-4-quinolinol (3.00 g, 18.3 mmol) synthesized in the published manner and 3,4,5-trimethoxybenzoic acid (2.0 g, 10.9 mmol), the same procedure as shown in Reference Example 19 was repeated to give the titled compound (1.30 g, yield: 33%) as a white crystal. (cis:trans=1:1)